From a dataset of the Open Reaction Database (ORD), a public repository of structured organic reaction records. describe an organic reaction: reactants, conditions, products, and yield The reactants are O=C(C(=O)O)C (2-oxopropanoic acid), C(OCI)(SCC)=O (O-Iodomethyl S-Ethyl Carbonothioate), C(=O)(O)[O-].[Na+] (NaHCO3), HSO4, O (H2O). Solvent: C(Cl)Cl (CH2Cl2), C(Cl)Cl (CH2Cl2), C(Cl)Cl (CH2Cl2). The product is C(OCOC(C(C)=O)=O)(SCC)=O (O-(2-Oxopropanoyloxymethyl) S-Ethyl Carbonothioate). Reaction SMILES: [O:1]=[C:2]([CH3:6])[C:3]([OH:5])=[O:4].C([O-])(O)=O.[Na+].O.[C:13](=[O:20])([S:17][CH2:18][CH3:19])[O:14][CH2:15]I>C(Cl)Cl>[C:13](=[O:20])([S:17][CH2:18][CH3:19])[O:14][CH2:15][O:4][C:3](=[O:5])[C:2](=[O:1])[CH3:6] |f:1.2|. Reported procedure: Redistilled 2-oxopropanoic acid (12.6 ml, 0.18 mol) is added to a vigorously stirred mixture of NaHCO3 (30.6 g, 0.36 mol), TBA HSO4 (61.2 g, 0.18 mol), H2O (360 mL), and CH2Cl2 (360 mL) in an open Erlenmeyer flask. Following stirring for 10 min 5b (44.0 g, 0.18 mol) in CH2Cl2 (400 mL) is added during 3 h at 25° C. together with CH2Cl2 (500 mL) in portions to compensate for the evaporation. In this way the formation of sulfurous by-products is minimized. The mixture is extracted with CH2Cl2 (300-... Reactants: C(C1=CC=CC=C1)#N (Benzonitrile), C([O-])([O-])=O.[K+].[K+] (potassium carbonate), OO (hydrogen peroxide), [N+](=O)([O-])C1=CC=C(C=C1)C(C(=O)OC)=C (methyl 2-p-nitrophenylprop-2-enoate). Solvent: CO (methanol), C(Cl)(Cl)Cl (chloroform), O (water). Conditions: time 17 hour. Product: O1C(C(=O)OC)(C1)C1=CC=C(C=C1)[N+](=O)[O-] (methyl 2,3-epoxy-2-p-nitrophenylpropionate). As a reaction SMILES: C(#N)C1C=CC=CC=1.C(=O)([O-])[O-:10].[K+].[K+].OO.[N+:17]([C:20]1[CH:25]=[CH:24][C:23]([C:26](=[CH2:31])[C:27]([O:29][CH3:30])=[O:28])=[CH:22][CH:21]=1)([O-:19])=[O:18]>CO.C(Cl)(Cl)Cl.O>[O:10]1[CH2:31][C:26]1([C:23]1[CH:22]=[CH:21][C:20]([N+:17]([O-:19])=[O:18])=[CH:25][CH:24]=1)[C:27]([O:29][CH3:30])=[O:28] |f:1.2.3|. Reported procedure: Benzonitrile (1 ml.), potassium carbonate (0.2 g.) and 30% aqueous hydrogen peroxide solution (1.5 ml.) were added to a solution of methyl 2-p-nitrophenylprop-2-enoate (1.0 g.) in a mixture of methanol (15 ml.) and chloroform (15 ml.) and the mixture was stirred at laboratory temperature for 17 hours and then poured into water. The mixture was extracted three times with diethyl ether and the combined extracts were washed successively with water, aqueous ferrous sulphate solution and saturated aq... Reaction SMILES: [CH3:1][O:2][C:3]1[CH:8]=[CH:7][C:6]([CH2:9][C:10](Cl)=[O:11])=[CH:5][CH:4]=1.[CH2:13](I)[CH3:14]>>[CH3:1][O:2][C:3]1[CH:8]=[CH:7][C:6]([CH2:9][C:10](=[O:11])[CH2:13][CH3:14])=[CH:5][CH:4]=1. The product is COC1=CC=C(C=C1)CC(CC)=O (1-(4-methoxyphenyl)butan-2-on). The reactants are COC1=CC=C(C=C1)CC(=O)Cl (4-methoxyphenyl acetic acid chloride), C(C)I (ethyl iodide). Procedure details: Educts: 4-methoxyphenyl acetic acid chloride (70); ethyl iodide Reactants: CC1=NN2C(C=CC=C2)=C1C=1SC2=C(N1)C(CCC2)=O (2-(2-methylpyrazolo[1,5-a]pyridin-3-yl)-6,7-dihydro-1,3-benzothiazol-4(5H)-one), ClC1=CC=C(C=C1)[Mg]Br (4-chlorophenylmagnesium bromide), CCOCC (ether), [NH4+].[Cl-] (NH4Cl). Run in O (water), O1CCCC1 (tetrahydrofuran). Reaction conditions: time 4 hour. Product: ClC1=CC=C(C=C1)C1(CCCC2=C1N=C(S2)C=2C(=NN1C2C=CC=C1)C)O (4-(4-chlorophenyl)-2-(2-methylpyrazolo[1,5-a]pyridin-3-yl)-4,5,6,7-tetrahydro-1,3-benzothiazol-4-ol). RXN SMILES: [CH3:1][C:2]1[C:10]([C:11]2[S:12][C:13]3[CH2:19][CH2:18][CH2:17][C:16](=[O:20])[C:14]=3[N:15]=2)=[C:5]2[CH:6]=[CH:7][CH:8]=[CH:9][N:4]2[N:3]=1.[Cl:21][C:22]1[CH:27]=[CH:26][C:25]([Mg]Br)=[CH:24][CH:23]=1.CCOCC.[NH4+].[Cl-]>O.O1CCCC1>[Cl:21][C:22]1[CH:27]=[CH:26][C:25]([C:16]2([OH:20])[C:14]3[N:15]=[C:11]([C:10]4[C:2]([CH3:1])=[N:3][N:4]5[CH:9]=[CH:8][CH:7]=[CH:6][C:5]=45)[S:12][C:13]=3[CH2:19][CH2:18][CH2:17]2)=[CH:24][CH:23]=1 |f:3.4|. Procedure details: In a 250 mL round bottomed flask was placed 2-(2-methylpyrazolo[1,5-a]pyridin-3-yl)-6,7-dihydro-1,3-benzothiazol-4(5H)-one (505.1 mg, 1.783 mmol) and tetrahydrofuran (50 mL). To the mixture was added a solution of 4-chlorophenylmagnesium bromide in ether (1M, 3.0 mL, 3.0 mmol) and the mixture was stirred for 4 hr at rt. To the mixture were added a saturated aqueous solution of NH4Cl (50 mL) and water (50 mL) and the resulting mixture was extracted with EtOAc (50 mL×2). The combined organic phase...